The task is: describe an organic reaction: reactants, conditions, products, and yield. This data is from the Open Reaction Database (ORD), a public repository of structured organic reaction records. RXN SMILES: [CH2:1]([CH2:2][CH2:3][CH3:4])[O:5][C:6](=[O:7])[N:8]1[CH2:9][CH2:10][CH:11]([CH2:14][O:15][c:16]2[cH:17][cH:18][c:19]([C:22]3=[N:23][O:24][CH:25]([N:27]([CH2:28][CH2:29][C:30](=[O:31])[O:32][CH3:33])[S:34](=[O:35])(=[O:36])[CH2:37][CH2:38][CH2:39][CH3:40])[CH2:26]3)[cH:20][cH:21]2)[CH2:12][CH2:13]1.[CH2:43]1[O:44][CH2:45][CH2:46][CH2:47]1.[Li+:42].[OH-:41]>>[CH2:1]([CH2:2][CH2:3][CH3:4])[O:5][C:6](=[O:7])[N:8]1[CH2:9][CH2:10][CH:11]([CH2:14][O:15][c:16]2[cH:17][cH:18][c:19]([C:22]3=[N:23][O:24][CH:25]([N:27]([CH2:28][CH2:29][C:30](=[O:31])[OH:32])[S:34](=[O:35])(=[O:36])[CH2:37][CH2:38][CH2:39][CH3:40])[CH2:26]3)[cH:20][cH:21]2)[CH2:12][CH2:13]1. Reactants: CCCCOC(=O)N1CCC(COc2ccc(C3=NOC(N(CCC(=O)OC)S(=O)(=O)CCCC)C3)cc2)CC1, C1CCOC1, [Li+], [OH-]. The product is CCCCOC(=O)N1CCC(COc2ccc(C3=NOC(N(CCC(=O)O)S(=O)(=O)CCCC)C3)cc2)CC1.